Task: describe an organic reaction: reactants, conditions, products, and yield. Dataset: the Open Reaction Database (ORD), a public repository of structured organic reaction records Procedure: Compound 279 is synthesized from Intermediate C and N-piperidin-4-ylmethyl-acetamide according to General Method H. (LC/MS method 16: ES+ m/z 382.4 [M+H]+, Rt=2.50 min) Reactants: C(C)(C)(C)OC(=O)N1CCN(CC1)CC1=CC=C(C=C1)[C@H]1COC=2C(=NC=CC2)O1 (4-[(S)-4-(2,3-dihydro-[1,4]dioxino[2,3-b]pyridin-3-yl)-benzyl]-piperazine-1-carboxylic acid tert-butyl ester), N1CCC(CC1)CNC(C)=O (N-piperidin-4-ylmethyl-acetamide). As a reaction SMILES: C(OC(N1C[CH2:12][N:11]([CH2:14][C:15]2[CH:20]=[CH:19][C:18]([C@@H:21]3[O:30][C:25]4=[N:26][CH:27]=[CH:28][CH:29]=[C:24]4[O:23][CH2:22]3)=[CH:17][CH:16]=2)[CH2:10][CH2:9]1)=O)(C)(C)C.N1CC[CH:34]([CH2:37][NH:38][C:39](=[O:41])[CH3:40])[CH2:33]C1>>[O:23]1[C:24]2[C:25](=[N:26][CH:27]=[CH:28][CH:29]=2)[O:30][C@@H:21]([C:18]2[CH:17]=[CH:16][C:15]([CH2:14][N:11]3[CH2:10][CH2:9][CH:34]([CH2:37][NH:38][C:39](=[O:41])[CH3:40])[CH2:33][CH2:12]3)=[CH:20][CH:19]=2)[CH2:22]1. The product is O1C[C@@H](OC2=NC=CC=C21)C2=CC=C(CN1CCC(CC1)CNC(C)=O)C=C2 (N-{1-[(S)-4-(2,3-Dihydro-[1,4]dioxino[2,3-b]pyridin-3-yl)-benzyl]-piperidin-4-ylmethyl}-acetamide). Starting materials: ClCCl, COc1ccc(CBr)cc1OC, CC(C)SCS(=O)C(C)C, [H-], [Na+], C1CCOC1. RXN SMILES: [CH2:30]([Cl:31])[Cl:32].[CH3:18][O:19][c:20]1[cH:21][c:22]([CH2:23][Br:24])[cH:25][cH:26][c:27]1[O:28][CH3:29].[CH:1]([S:2][CH2:3][S:4]([CH:5]([CH3:6])[CH3:7])=[O:8])([CH3:9])[CH3:10].[H-:16].[Na+:17].[O:11]1[CH2:12][CH2:15][CH2:14][CH2:13]1>>[O:11]=[CH:12][CH2:23][c:22]1[cH:21][c:20]([O:19][CH3:18])[c:27]([O:28][CH3:29])[cH:26][cH:25]1. Yields the product COc1ccc(CC=O)cc1OC. The reactants are CC(=O)c1c(C)nc2ccccc2c1NCc1ccc(Br)cc1, Clc1cc(Br)ccc1CBr, CC(=O)c1c(C)nc2ccccc2c1N. The product is CC(=O)c1c(C)nc2ccccc2c1NCc1ccc(Br)cc1Cl. As a reaction SMILES: [Br:1][c:2]1[cH:3][cH:4][c:5]([CH2:6][NH:7][c:8]2[c:9]([C:19]([CH3:20])=[O:21])[c:10]([CH3:18])[n:11][c:12]3[cH:13][cH:14][cH:15][cH:16][c:17]23)[cH:22][cH:23]1.[Br:39][c:40]1[cH:41][cH:42][c:43]([CH2:44][Br:45])[c:46]([Cl:48])[cH:47]1.[NH2:24][c:25]1[c:26]2[c:27]([cH:28][cH:29][cH:30][cH:31]2)[n:32][c:33]([CH3:34])[c:35]1[C:36](=[O:37])[CH3:38]>>[Br:1][c:2]1[cH:3][cH:4][c:5]([CH2:6][NH:7][c:8]2[c:9]([C:19]([CH3:20])=[O:21])[c:10]([CH3:18])[n:11][c:12]3[cH:13][cH:14][cH:15][cH:16][c:17]23)[c:22]([Cl:48])[cH:23]1. Starting materials: C(C)(C)(C)C1=CC(=NN1)C(F)(F)F (5-tert-butyl-3-trifluoromethyl-1H-pyrazole), C1CC(=O)N(C1=O)Cl (NCS). Run in CN(C)C=O (DMF). The product is C(C)(C)(C)C1=C(C(=NN1)C(F)(F)F)Cl (5-tert-Butyl-4-chloro-3-trifluoromethyl-1H-pyrazole). As a reaction SMILES: [C:1]([C:5]1[NH:9][N:8]=[C:7]([C:10]([F:13])([F:12])[F:11])[CH:6]=1)([CH3:4])([CH3:3])[CH3:2].C1C(=O)N([Cl:21])C(=O)C1>CN(C=O)C>[C:1]([C:5]1[NH:9][N:8]=[C:7]([C:10]([F:12])([F:13])[F:11])[C:6]=1[Cl:21])([CH3:4])([CH3:2])[CH3:3]. Procedure details: Following protocol L, 5-tert-butyl-3-trifluoromethyl-1H-pyrazole was treated with NCS in DMF to yield title compound. Reaction SMILES: [N:1]1[C:5]2[CH:6]=[CH:7][C:8]([C:10]([NH:12][NH2:13])=O)=[CH:9][C:4]=2[NH:3][CH:2]=1.[CH3:14][O:15][C:16]1[C:21]([O:22][CH3:23])=[CH:20][CH:19]=[CH:18][C:17]=1[CH2:24][CH2:25][C:26](Cl)=O.COC1C=CC(P2(SP(C3C=CC(OC)=CC=3)(=S)S2)=[S:38])=CC=1>>[CH3:14][O:15][C:16]1[C:21]([O:22][CH3:23])=[CH:20][CH:19]=[CH:18][C:17]=1[CH2:24][CH2:25][C:26]1[S:38][C:10]([C:8]2[CH:7]=[CH:6][C:5]3[NH:1][CH:2]=[N:3][C:4]=3[CH:9]=2)=[N:12][N:13]=1. Procedure details: The compound was synthesized starting from benzimidazol-5-carbohydrazide (176 mg; 1 mmol), TEA (0.153 ml; 1.1 mmol), 2,3-dimethoxyphenylpropionylchloride (228 mg, 1.1 mmol) and Lawesson's reagent (606 mg; 1.5 mmol) as described in method 1; yield: 0.025 g (6.8%); MS m/z: 367.2 [M+H]+; 1H-NMR (DMSO d6, 400 MHz): δ 3.07 (t, 2H, 3J=7.9 Hz); 3.38 (t, 2H, 3J=7.9 Hz); 3.73 (s, 3H); 3.79 (s, 3H); 6.84 (dd, 1H, 4J=1.7 Hz, 3J=8.3 Hz); 6.91 (dd, 1H, 4J=1.7 Hz, 3J=8.3 Hz); 6.98 (t, 1H, 3J=8.3 Hz); 7.71 (d,... Starting materials: N1=CNC2=C1C=CC(=C2)C(=O)NN (benzimidazol-5-carbohydrazide), COC=1C=CC(=CC1)P2(=S)SP(=S)(S2)C=3C=CC(=CC3)OC (Lawesson's reagent), TEA, COC1=C(C=CC=C1OC)CCC(=O)Cl (2,3-dimethoxyphenylpropionylchloride). The product is COC1=C(CCC2=NN=C(S2)C2=CC3=C(NC=N3)C=C2)C=CC=C1OC (5-(5-(2,3-Dimethoxyphenethyl)-1,3,4-thiadiazol-2-yl)-1H-benzo[d]imidazole). Reactants: S1C(=CC=C1)CC#N (2-thiopheneacetonitrile), ClCCN(C(=O)OC(C)(C)C)CCCl (2-chloro-N-(2-chloroethyl)-N-tert-Butoxycarbonyl-ethanamine). Product: C(C)(C)(C)OC(=O)N1CCC(CC1)(C=1SC=CC1)C#N (1-tert-butoxycarbonyl-4-cyano-4-(thiophen-2-yl)-piperidine). Reaction SMILES: [S:1]1[CH:5]=[CH:4][CH:3]=[C:2]1[CH2:6][C:7]#[N:8].Cl[CH2:10][CH2:11][N:12]([CH2:20][CH2:21]Cl)[C:13]([O:15][C:16]([CH3:19])([CH3:18])[CH3:17])=[O:14]>>[C:16]([O:15][C:13]([N:12]1[CH2:20][CH2:21][C:6]([C:7]#[N:8])([C:2]2[S:1][CH:5]=[CH:4][CH:3]=2)[CH2:10][CH2:11]1)=[O:14])([CH3:19])([CH3:18])[CH3:17]. Procedure details: Prepare by the method of example 30.2 using 2-thiopheneacetonitrile (10 mmol) and 2-chloro-N-(2-chloroethyl)-N-tert-Butoxycarbonyl-ethanamine (11 mmol). Purify to give the title compound. Reactants: CCCP(=O)(O)O, Cn1ncc(C(=O)O)c1C(=O)Nc1ccn2nc(-c3ccccc3)nc2c1, CNCc1ccc(C)nc1, CCN(C(C)C)C(C)C, C1CCOC1. Product: Cc1ccc(CN(C)C(=O)c2cnn(C)c2C(=O)Nc2ccn3nc(-c4ccccc4)nc3c2)cn1. As a reaction SMILES: [CH2:47]([P:48]([OH:49])([OH:50])=[O:51])[CH2:52][CH3:53].[CH3:1][n:2]1[n:3][cH:4][c:5]([C:25](=[O:26])[OH:27])[c:6]1[C:7]([NH:8][c:9]1[cH:10][c:11]2[n:12]([cH:13][cH:14]1)[n:15][c:16](-[c:18]1[cH:19][cH:20][cH:21][cH:22][cH:23]1)[n:17]2)=[O:24].[CH3:28][NH:29][CH2:30][c:31]1[cH:32][n:33][c:34]([CH3:37])[cH:35][cH:36]1.[CH:38]([N:39]([CH:40]([CH3:41])[CH3:42])[CH2:43][CH3:44])([CH3:45])[CH3:46].[O:54]1[CH2:55][CH2:56][CH2:57][CH2:58]1>>[CH3:1][n:2]1[n:3][cH:4][c:5]([C:25](=[O:27])[N:29]([CH3:28])[CH2:30][c:31]2[cH:32][n:33][c:34]([CH3:37])[cH:35][cH:36]2)[c:6]1[C:7]([NH:8][c:9]1[cH:10][c:11]2[n:12]([cH:13][cH:14]1)[n:15][c:16](-[c:18]1[cH:19][cH:20][cH:21][cH:22][cH:23]1)[n:17]2)=[O:24]. Reactants: O=C(n1ccnc1)n1ccnc1, CC(C)(C)OC(=O)NCCCCC(=O)O, C1CCOC1, CC(C)NC(C)C, [Cl-], [NH4+], COC(=O)Cc1ccccc1. Yields the product COC(=O)C(C(=O)CCCCNC(=O)OC(C)(C)C)c1ccccc1. RXN SMILES: [C:16]([n:17]1[cH:18][cH:19][n:20][cH:21]1)([n:22]1[cH:23][cH:24][n:25][cH:26]1)=[O:27].[C:1]([CH3:2])([CH3:3])([CH3:4])[O:5][C:6](=[O:7])[NH:8][CH2:9][CH2:10][CH2:11][CH2:12][C:13](=[O:14])[OH:15].[CH2:48]1[O:49][CH2:50][CH2:51][CH2:52]1.[CH:28]([NH:29][CH:30]([CH3:31])[CH3:32])([CH3:33])[CH3:34].[Cl-:46].[NH4+:47].[c:35]1([CH2:41][C:42](=[O:43])[O:44][CH3:45])[cH:36][cH:37][cH:38][cH:39][cH:40]1>>[C:1]([CH3:2])([CH3:3])([CH3:4])[O:5][C:6](=[O:7])[NH:8][CH2:9][CH2:10][CH2:11][CH2:12][C:13](=[O:15])[CH:41]([c:35]1[cH:36][cH:37][cH:38][cH:39][cH:40]1)[C:42](=[O:43])[O:44][CH3:45].